Dataset: the Open Reaction Database (ORD), a public repository of structured organic reaction records. Task: describe an organic reaction: reactants, conditions, products, and yield Reactants: ClC(=O)C1CC2C(NC(C(C1)C2)=O)=O (7-chlorocarbonyl-3-azabicyclo[3.3.1]nonane-2,4-dione), C(C)O (ethanol). Run at time 8 hour. The product is C(=O)(OCC)C1CC2C(NC(C(C1)C2)=O)=O (7-carbethoxy-3-azabicyclo[3.3.1]nonane-2,4-dione). As a reaction SMILES: Cl[C:2]([CH:4]1[CH2:11][CH:10]2[CH2:12][CH:6]([C:7](=[O:14])[NH:8][C:9]2=[O:13])[CH2:5]1)=[O:3].[CH2:15]([OH:17])[CH3:16]>>[C:2]([CH:4]1[CH2:11][CH:10]2[CH2:12][CH:6]([C:7](=[O:14])[NH:8][C:9]2=[O:13])[CH2:5]1)([O:17][CH2:15][CH3:16])=[O:3]. Procedure details: A mixture of 7-chlorocarbonyl-3-azabicyclo[3.3.1]nonane-2,4-dione (2 g) and absolute ethanol (25 ml) was left overnight at room temperature and evaporated to leave the desired compound which was used in the next step without purification. The reactants are Cc1ccccc1, O=C=NCCOC(=O)CCCl. Product: C=CC(=O)OCCN=C=O. RXN SMILES: [CH3:12][c:13]1[cH:14][cH:15][cH:16][cH:17][cH:18]1.[Cl:1][CH2:2][CH2:3][C:4](=[O:5])[O:6][CH2:7][CH2:8][N:9]=[C:10]=[O:11]>>[CH2:2]=[CH:3][C:4](=[O:5])[O:6][CH2:7][CH2:8][N:9]=[C:10]=[O:11]. RXN SMILES: [CH3:16][O:17][C:18](=[O:19])[N:20]=[C:21]=[S:22].[CH3:23][C:24](=[O:25])[CH3:26].[NH2:1][c:2]1[c:3]([N+:13](=[O:14])[O-:15])[cH:4][c:5]([S:8][CH2:9][CH2:10][CH2:11][CH3:12])[cH:6][cH:7]1>>[NH:1]([c:2]1[c:3]([N+:13](=[O:14])[O-:15])[cH:4][c:5]([S:8][CH2:9][CH2:10][CH2:11][CH3:12])[cH:6][cH:7]1)[C:21]([NH:20][C:18]([O:17][CH3:16])=[O:19])=[S:22]. Starting materials: COC(=O)N=C=S, CC(C)=O, CCCCSc1ccc(N)c([N+](=O)[O-])c1. Yields the product CCCCSc1ccc(NC(=S)NC(=O)OC)c([N+](=O)[O-])c1. Starting materials: C(C)(C)(C)N1CC(C1)C(=O)O (N-t-Butylazetidine-3-carboxylic acid), [OH-].[Na+] (sodium hydroxide), [H-].[Al+3].[Li+].[H-].[H-].[H-] (lithium aluminum hydride), O1CCCC1 (tetrahydrofuran). The solvent is O (water), O (water). Product: C(C)(C)(C)N1CC(C1)CO (N-t-butyl-3-hydroxymethylazetidine). Reaction SMILES: [C:1]([N:5]1[CH2:8][CH:7]([C:9](O)=[O:10])[CH2:6]1)([CH3:4])([CH3:3])[CH3:2].[H-].[Al+3].[Li+].[H-].[H-].[H-].O1CCCC1.[OH-].[Na+]>O>[C:1]([N:5]1[CH2:8][CH:7]([CH2:9][OH:10])[CH2:6]1)([CH3:4])([CH3:3])[CH3:2] |f:1.2.3.4.5.6,8.9|. Procedure details: N-t-Butylazetidine-3-carboxylic acid (5.0 g., 0.318 mol.) was added portionwise to a slurry of 1.81 g. (0.0477 mol.) of lithium aluminum hydride in 135 ml. of tetrahydrofuran. The mixture was refluxed for 12 hours, cooled and 2 ml. of water and 2 ml. of 15% aqueous sodium hydroxide were added followed by an additional 6 ml. of water. The mixture was filtered and the precipitate was washed with ether. The filtrate and washings were combined and evaporated to dryness to give N-t-butyl-3-hydroxymet... Starting materials: ClCCl, O=C(O)C(F)(F)F, FC(F)(F)c1cc(-c2cc(COC3CCCCO3)no2)cc(C(F)(F)F)c1. The product is OCc1cc(-c2cc(C(F)(F)F)cc(C(F)(F)F)c2)on1. RXN SMILES: [Cl:35][CH2:36][Cl:37].[F:28][C:29]([F:30])([F:31])[C:32]([OH:33])=[O:34].[O:1]1[CH2:2][CH2:3][CH2:4][CH2:5][CH:6]1[O:7][CH2:8][c:9]1[n:10][o:11][c:12](-[c:14]2[cH:15][c:16]([C:24]([F:25])([F:26])[F:27])[cH:17][c:18]([C:20]([F:21])([F:22])[F:23])[cH:19]2)[cH:13]1>>[OH:7][CH2:8][c:9]1[n:10][o:11][c:12](-[c:14]2[cH:15][c:16]([C:24]([F:25])([F:26])[F:27])[cH:17][c:18]([C:20]([F:21])([F:22])[F:23])[cH:19]2)[cH:13]1. Reactants: C1=CN(C=N1)C(=O)N2C=CN=C2 (CDI), OC(=O)CCCC[C@@H]1SC[C@@H]2NC(=O)N[C@H]12 (Biotin), ON1C(CCC1=O)=O (N-hydroxysuccinimide). Solvent: CN(C)C=O (DMF). Reaction conditions: temperature 80 celsius, time 30 minute. The product is ON1C(CCC1=O)=O.OC(=O)CCCC[C@@H]1SC[C@@H]2NC(=O)N[C@H]12 (Biotin-N-hydroxysuccinimide). Yield: 59.0%. Reaction SMILES: [OH:1][C:2]([CH2:4][CH2:5][CH2:6][CH2:7][C@H:8]1[C@@H:16]2[C@@H:11]([NH:12][C:13]([NH:15]2)=[O:14])[CH2:10][S:9]1)=[O:3].C1N=CN(C(N2C=NC=C2)=O)C=1.[OH:29][N:30]1[C:34](=[O:35])[CH2:33][CH2:32][C:31]1=[O:36]>CN(C=O)C>[OH:29][N:30]1[C:34](=[O:35])[CH2:33][CH2:32][C:31]1=[O:36].[OH:3][C:2]([CH2:4][CH2:5][CH2:6][CH2:7][C@H:8]1[C@@H:16]2[C@@H:11]([NH:12][C:13]([NH:15]2)=[O:14])[CH2:10][S:9]1)=[O:1] |f:4.5|. Procedure details: Biotin (1.0 g, 4.1 mmole) was dissolved in 10 ml DMF (dry) with heating at 80° C. in oil bath. CDI (665 mg, 4.1 mmoles) was added and the mixture was heated at 80° C. The reaction mixture was stirred at 80° C. for 30 minutes, then at room temperature for 2 hours; a white precipitate formed. N-hydroxysuccinimide (475 mg, 4.1 mmoles) was added and the reaction mixture was stirred at room temperature overnight. DMF was removed under vacuum on rotary evaporator. The solid residue was dissolved in 25...